From a dataset of the Open Reaction Database (ORD), a public repository of structured organic reaction records. describe an organic reaction: reactants, conditions, products, and yield Starting materials: COc1cc(N)cc(OC)c1OC, CS(C)=O, CC(C)(C)c1cc(Nc2ccnc(Cl)n2)no1. Product: COc1cc(Nc2nccc(Nc3cc(C(C)(C)C)on3)n2)cc(OC)c1OC. RXN SMILES: [CH3:18][O:19][c:20]1[cH:21][c:22]([NH2:23])[cH:24][c:25]([O:29][CH3:30])[c:26]1[O:27][CH3:28].[CH3:31][S:32]([CH3:33])=[O:34].[Cl:1][c:2]1[n:3][cH:4][cH:5][c:6]([NH:8][c:9]2[n:10][o:11][c:12]([C:14]([CH3:15])([CH3:16])[CH3:17])[cH:13]2)[n:7]1>>[c:2]1([NH:23][c:22]2[cH:21][c:20]([O:19][CH3:18])[c:26]([O:27][CH3:28])[c:25]([O:29][CH3:30])[cH:24]2)[n:3][cH:4][cH:5][c:6]([NH:8][c:9]2[n:10][o:11][c:12]([C:14]([CH3:15])([CH3:16])[CH3:17])[cH:13]2)[n:7]1. Starting materials: ClCCCCC1CN(C(O1)=O)C (5-(4-chlorobutyl)-3-methyl-2-oxazolidinone), COC1=C(C=CC=C1)N1CCNCC1 (1-(2-methoxyphenyl)piperazine), C([O-])([O-])=O.[K+].[K+] (potassium carbonate), [I-].[K+] (potassium iodide). Run in C(CCC)O (1-butanol). The product is Cl.Cl.COC1=C(C=CC=C1)N1CCN(CC1)CCCCC1CN(C(O1)=O)C (5-[4-[4-(2-Methoxyphenyl)-1-piperazinyl]butyl]-3-methyl-2-oxazolidinone dihydrochloride), oil. Yield: 38.0%. Reaction SMILES: [Cl:1][CH2:2][CH2:3][CH2:4][CH2:5][CH:6]1[O:10][C:9](=[O:11])[N:8]([CH3:12])[CH2:7]1.[CH3:13][O:14][C:15]1[CH:20]=[CH:19][CH:18]=[CH:17][C:16]=1[N:21]1[CH2:26][CH2:25][NH:24][CH2:23][CH2:22]1.C(=O)([O-])[O-].[K+].[K+].[I-].[K+]>C(O)CCC>[ClH:1].[ClH:1].[CH3:13][O:14][C:15]1[CH:20]=[CH:19][CH:18]=[CH:17][C:16]=1[N:21]1[CH2:26][CH2:25][N:24]([CH2:2][CH2:3][CH2:4][CH2:5][CH:6]2[O:10][C:9](=[O:11])[N:8]([CH3:12])[CH2:7]2)[CH2:23][CH2:22]1 |f:2.3.4,5.6,8.9.10|. Procedure details: Following the procedures of Example 1, the title compound is prepared. Thus, a mixture of 5-(4-chlorobutyl)-3-methyl-2-oxazolidinone (5.0 g, 0.0262 mol), 1-(2-methoxyphenyl)piperazine (5.4 g. 0.0279 mol), potassium carbonate (8.5 g, 0.0614 mol), and potassium iodide (0.75 g) in 1-butanol (50 ml) gave 6.8 g of oil which was dissolved in hot methanol and acidified with methanolic hydrogen chloride. Addition of isopropyl ether and isopropanol to the cloud point and cooling gave a solid which was co... Reactants: FC(C(=O)N[C@@H]1[C@H](CC=CC1)C(=O)N1CCC(CC1)C)(F)F ((1S,2S)-1-Trifluoroacetamido-2-(4-methyl-piperidino)carbonyl-4-cyclohexene), Cl (HCl). Reagents/catalysts: [Pd] (Pd/C). Run in CO (methanol). Run at time 20 hour. Yields the product C=C1CCN(CC1)C(=O)[C@H]1[C@H](CCCC1)N ((1S,2R)-2-(4-methlylpiperidinocarbonyl)cyclohexylamine). Isolated yield 115.6%. As a reaction SMILES: FC(F)(F)C([NH:5][C@H:6]1[CH2:11][CH:10]=[CH:9][CH2:8][C@@H:7]1[C:12]([N:14]1[CH2:19][CH2:18][CH:17]([CH3:20])[CH2:16][CH2:15]1)=[O:13])=O.Cl>CO.[Pd]>[CH2:20]=[C:17]1[CH2:18][CH2:19][N:14]([C:12]([C@@H:7]2[CH2:8][CH2:9][CH2:10][CH2:11][C@@H:6]2[NH2:5])=[O:13])[CH2:15][CH2:16]1. Reported procedure: The cyclohexene VI (0.57 g) is dissolved in methanol (50 ml) in the presence of 10% Pd/C (50 mg) and of 3N HCl (0.85 ml). The reaction mixture is stirred under a slight hydrogen pressure for 20 h. The catalyst is removed by filtration and the solvent is driven off under vacuum. The residue is taken up in a saturated K2CO3 solution and the aqueous phase is extracted with ethyl acetate. The organic phase is dried over Na2SO4 and then evaporated under vacuum to provide the reduced derivative VIII (... Procedure: Diethanolamine (10.84 g) was heated with concentrated H2SO4 (20.13 g) at about 10-15 mm vacuum (house vacuum) and at a temperature in the range of about 175-180° C. for 5.5 h. The resulting solution was cooled to ambient temperature and stirred over the weekend under nitrogen. The resulting light brown solution was determined by 1H NMR to contain the title compound in solution. Product: S(=O)(=O)(O)OCCNCCOS(O)(=O)=O (Sulfuric acid mono-[2-(2-sulfooxy-ethylamino)-ethyl]ester). As a reaction SMILES: [NH:1]([CH2:5][CH2:6][OH:7])[CH2:2][CH2:3][OH:4].O[S:9]([OH:12])(=[O:11])=[O:10]>>[S:9]([O:4][CH2:3][CH2:2][NH:1][CH2:5][CH2:6][O:7][S:9](=[O:11])(=[O:10])[OH:12])([OH:12])(=[O:11])=[O:10]. The reactants are N(CCO)CCO (Diethanolamine), OS(=O)(=O)O (H2SO4). Reactants: Cl (hydrochloric acid), COC(CCCC(=CCCC(C)=O)C)(C)C (10-methoxy-6,10-dimethyl-5-undecene-2-one), C(OC)([O-])=O (methyl carbonate), [H-].[Na+] (sodium hydride), oil. Solvent: CN(C=O)C (dimethylformamide). RXN SMILES: [CH3:1][O:2][C:3]([CH3:16])([CH3:15])[CH2:4][CH2:5][CH2:6][C:7]([CH3:14])=[CH:8][CH2:9][CH2:10][C:11](=[O:13])[CH3:12].[C:17](=O)([O-:20])[O:18][CH3:19].[H-].[Na+].Cl>CN(C)C=O>[CH3:1][O:2][C:3]([CH3:16])([CH3:15])[CH2:4][CH2:5][CH2:6][C:7]([CH3:14])=[CH:8][CH2:9][CH2:10][C:11](=[O:13])[CH2:12][C:17]([O:18][CH3:19])=[O:20] |f:2.3|. Procedure: A mixture of 900 mg of the product from Step B, 1 ml of methyl carbonate and 15 ml of dimethylformamide was heated to 40° C. and 360 mg of sodium hydride in a 50% oil suspension were added thereto portion wise and the mixture was stirred for 6 hours at room temperature. The mixture was poured into an aqueous hydrochloric acid solution and was extracted with petroleum ether (b.p.= 40°-75° C.). The extracts were washed with water, dried over sodium sulfate and evaporated to dryness. The residue wa... Run at temperature 40 celsius, time 6 hour. Product: COC(CCCC(=CCCC(CC(=O)OC)=O)C)(C)C (methyl 11-methoxy-7,11-dimethyl-3-oxo-6-dodecenoate).